This data is from the Open Reaction Database (ORD), a public repository of structured organic reaction records. The task is: describe an organic reaction: reactants, conditions, products, and yield Starting materials: [Br-], [Br-], [Br-], Nc1ccc(-n2cccn2)c(F)c1, C1CCOC1, c1cc[nH+]cc1, c1cc[nH+]cc1, c1cc[nH+]cc1. The product is Nc1cc(F)c(-n2cccn2)cc1Br. As a reaction SMILES: [Br-:14].[Br-:15].[Br-:16].[F:1][c:2]1[cH:3][c:4]([NH2:13])[cH:5][cH:6][c:7]1-[n:8]1[n:9][cH:10][cH:11][cH:12]1.[O:35]1[CH2:36][CH2:37][CH2:38][CH2:39]1.[nH+:17]1[cH:18][cH:19][cH:20][cH:21][cH:22]1.[nH+:23]1[cH:24][cH:25][cH:26][cH:27][cH:28]1.[nH+:29]1[cH:30][cH:31][cH:32][cH:33][cH:34]1>>[F:1][c:2]1[cH:3][c:4]([NH2:13])[c:5]([Br:14])[cH:6][c:7]1-[n:8]1[n:9][cH:10][cH:11][cH:12]1. Yields the product O=C1NC=2C=CC=CC2C=2N1N=C(C2C(=O)OC)C(=O)OC (5,6-Dihydro-5-oxopyrazolo[1,5-c]quinazoline-1,2-dicarboxylic acid, dimethyl ester). Procedure details: A solution of 4.8 g (0.03 mole) of 3-diazooxindole in 150 ml of warm (45° ) benzene is treated with 5.10 g (0.036 mole) of dimethylacetylene dicarboxylate. After stirring for 6 hours at 45°, an additional 0.426 g (0.003 mole) of ester is added and reaction continued overnight. Reaction SMILES: [N+:1](=[C:3]1[C:11]2[C:6](=[CH:7][CH:8]=[CH:9][CH:10]=2)[NH:5][C:4]1=[O:12])=[N-:2].[CH3:13][O:14][C:15]([C:17]#[C:18][C:19]([O:21][CH3:22])=[O:20])=[O:16]>C1C=CC=CC=1>[O:12]=[C:4]1[N:1]2[N:2]=[C:18]([C:19]([O:21][CH3:22])=[O:20])[C:17]([C:15]([O:14][CH3:13])=[O:16])=[C:3]2[C:11]2[CH:10]=[CH:9][CH:8]=[CH:7][C:6]=2[NH:5]1. Run at time 6 hour. The solvent is C1=CC=CC=C1 (benzene). Reactants: COC(=O)C#CC(=O)OC (dimethylacetylene dicarboxylate), [N+](=[N-])=C1C(NC2=CC=CC=C12)=O (3-diazooxindole), ester. The reactants are Oxyethyleneated cetyl alcohol, C1CO1 (ethylene oxide), CCCCCCCCCCCCCCCCOCCOC (BRIJ 56). Yields the product C(CCCCCCCCCCCCCCC)O (Cetyl alcohol). As a reaction SMILES: C1OC1.[CH3:4][CH2:5][CH2:6][CH2:7][CH2:8][CH2:9][CH2:10][CH2:11][CH2:12][CH2:13][CH2:14][CH2:15][CH2:16][CH2:17][CH2:18][CH2:19][O:20]CCOC>>[CH2:19]([OH:20])[CH2:18][CH2:17][CH2:16][CH2:15][CH2:14][CH2:13][CH2:12][CH2:11][CH2:10][CH2:9][CH2:8][CH2:7][CH2:6][CH2:5][CH3:4]. Procedure: Oxyethyleneated cetyl alcohol containing 10 moles of ethylene oxide, sold under the name BRIJ 56 by Messrs. ATLAS: 12 g Starting materials: ClCCl, CCc1ccc(NC(=O)C2(c3ccc4c(c3)OC(F)(F)O4)CC2)nc1-c1ccc(C(=O)OC(C)(C)C)cc1, O=C(O)C(F)(F)F. The product is CCc1ccc(NC(=O)C2(c3ccc4c(c3)OC(F)(F)O4)CC2)nc1-c1ccc(C(=O)O)cc1. As a reaction SMILES: [Cl:46][CH2:47][Cl:48].[F:1][C:2]1([F:38])[O:3][c:4]2[c:5]([cH:7][cH:8][c:9]([C:11]3([C:14](=[O:15])[NH:16][c:17]4[cH:18][cH:19][c:20]([CH2:36][CH3:37])[c:21](-[c:23]5[cH:24][cH:25][c:26]([C:27](=[O:28])[O:29][C:30]([CH3:31])([CH3:32])[CH3:33])[cH:34][cH:35]5)[n:22]4)[CH2:12][CH2:13]3)[cH:10]2)[O:6]1.[OH:39][C:40]([C:41]([F:42])([F:43])[F:44])=[O:45]>>[F:1][C:2]1([F:38])[O:3][c:4]2[c:5]([cH:7][cH:8][c:9]([C:11]3([C:14](=[O:15])[NH:16][c:17]4[cH:18][cH:19][c:20]([CH2:36][CH3:37])[c:21](-[c:23]5[cH:24][cH:25][c:26]([C:27](=[O:28])[OH:29])[cH:34][cH:35]5)[n:22]4)[CH2:12][CH2:13]3)[cH:10]2)[O:6]1. Starting materials: N(N)C1=NC=CC=C1 (hydrazinopyridine), C(C)(OCC)([O-])[O-] (ethyl orthoacetate), FC=1C=C(C=CC1)C=1C=CC=2N(C1)C(=NN2)C (6-(3-fluorophenyl)-3-methyl-1,2,4-triazolo[4,3-a]pyridine). Yields the product FC=1C=C(C=CC1)C1CCC=2N(C1)C(=NN2)C (6-(3-Fluorophenyl)-3-methyl-5,6,7,8-tetrahydro-1,2,4-triazolo[4,3-a]pyridine). RXN SMILES: N(C1C=CC=CN=1)N.C([O-])([O-])(OCC)C.[F:16][C:17]1[CH:18]=[C:19]([C:23]2[CH:24]=[CH:25][C:26]3[N:27]([C:29]([CH3:32])=[N:30][N:31]=3)[CH:28]=2)[CH:20]=[CH:21][CH:22]=1>>[F:16][C:17]1[CH:18]=[C:19]([CH:23]2[CH2:28][N:27]3[C:29]([CH3:32])=[N:30][N:31]=[C:26]3[CH2:25][CH2:24]2)[CH:20]=[CH:21][CH:22]=1. Reported procedure: A mixture of 3 g. of the above hydrazinopyridine and 30 ml. of ethyl orthoacetate is heated at reflux for 4 hours and filtered to remove a tan solid which is washed with hexane to give 2.15 g. of 6-(3-fluorophenyl)-3-methyl-1,2,4-triazolo[4,3-a]pyridine, m.p. 179°-182° C. Reduction of this product as in Example 1 gives the product of the Example. Reactants: C (charcoal), O.NN (hydrazine hydrate), ClC1=CC(=C(C=C1)C(C)C)[N+](=O)[O-] (4-chloro-2-nitro-1-(propan-2-yl)benzene). Isolated yield 93.8%. The product is ClC=1C=CC(=C(N)C1)C(C)C (5-Chloro-2-(propan-2-yl)aniline). Procedure: A solution of hydrazine hydrate (1.7 mL, 35.1 mmol) in methanol (12 mL) was added drop wise to a solution of 4-chloro-2-nitro-1-(propan-2-yl)benzene (1.75 g, 8.8 mmol) in methanol (40 mL), in the presence of iron (III) chloride (146 mg, 0.9 mmol) and activated charcoal (146 mg) and the reaction mixture was stirred under reflux for 7 h. The solid was filtered over celite, the filtrate concentrated and purified by flash chromatography (hexane/EtOAc 9/1) to obtain the title compound as a light-pink... Run in CO (methanol), CO (methanol). The reagents and catalysts are [Fe](Cl)(Cl)Cl (iron (III) chloride). RXN SMILES: O.NN.[Cl:4][C:5]1[CH:10]=[CH:9][C:8]([CH:11]([CH3:13])[CH3:12])=[C:7]([N+:14]([O-])=O)[CH:6]=1.C>CO.[Fe](Cl)(Cl)Cl>[Cl:4][C:5]1[CH:10]=[CH:9][C:8]([CH:11]([CH3:13])[CH3:12])=[C:7]([CH:6]=1)[NH2:14] |f:0.1|.